From a dataset of the Open Reaction Database (ORD), a public repository of structured organic reaction records. describe an organic reaction: reactants, conditions, products, and yield Starting materials: ClC1=CC=C(C=C1)C1=NOC2=C1CCC(C2)C(=O)O (racemic 3-(4-chlorophenyl)-4,5,6,7-tetrahydro-1,2-benzisoxazole-6-carboxylic acid), C(C)(C)[N-]C(C)C.[Li+] (lithium diisopropylamide), solution, C(CCC)[Li] (n-butyllithium), C(C)(C)NC(C)C (diisopropyl amine), Cl (hydrochloric acid), CI (methyl iodide). The solvent is O1CCCC1 (tetrahydrofuran), O (water), CCCCCC (hexane), O1CCCC1 (tetrahydrofuran). Reaction conditions: temperature 20 celsius, time 15 minute. The product is ClC1=CC=C(C=C1)C1=NOC2=C1CC[C@H]([C@@H]2C)C(=O)O (trans-3-(4-chlorophenyl)-4,5,6,7-tetrahydro-7-methyl-1,2-benzisoxazole-6-carboxylic acid). Reaction SMILES: [Cl:1][C:2]1[CH:7]=[CH:6][C:5]([C:8]2[C:12]3[CH2:13][CH2:14][CH:15]([C:17]([OH:19])=[O:18])[CH2:16][C:11]=3[O:10][N:9]=2)=[CH:4][CH:3]=1.[CH:20]([N-]C(C)C)(C)C.[Li+].C([Li])CCC.C(NC(C)C)(C)C.CI.Cl>O1CCCC1.CCCCCC.O>[Cl:1][C:2]1[CH:3]=[CH:4][C:5]([C:8]2[C:12]3[CH2:13][CH2:14][C@@H:15]([C:17]([OH:19])=[O:18])[C@H:16]([CH3:20])[C:11]=3[O:10][N:9]=2)=[CH:6][CH:7]=1 |f:1.2|. Procedure details: A solution of 3.46 g (0.0125 mol) of racemic 3-(4-chlorophenyl)-4,5,6,7-tetrahydro-1,2-benzisoxazole-6-carboxylic acid in 50 ml of dry tetrahydrofuran was added slowly at -70° C. to a solution of lithium diisopropylamide prepared by adding 10 ml of a 2.5M solution of n-butyllithium in hexane to 2.53 g (0.025 mol) of diisopropyl amine in 25 ml of dry tetrahydrofuran at -70° C. After 15 minutes, 2 g (0.014 mol) of methyl iodide were added and the mixture was allowed to warm to 20° C. over a period... Reactants: CN(C(C1=CC=CC=C1)=O)CCO (N-methyl-N-(2-hydroxyethyl)benzamide), C(CCCCCCCCCCCCCCC)(=O)Cl (palmitoyl chloride). The product is CN(C(C1=CC=CC=C1)=O)CCOC(CCCCCCCCCCCCCCC)=O (N-methyl-N-(2-palmitoyloxyethyl)benzamide). RXN SMILES: [CH3:1][N:2]([CH2:11][CH2:12][OH:13])[C:3](=[O:10])[C:4]1[CH:9]=[CH:8][CH:7]=[CH:6][CH:5]=1.[C:14](Cl)(=[O:30])[CH2:15][CH2:16][CH2:17][CH2:18][CH2:19][CH2:20][CH2:21][CH2:22][CH2:23][CH2:24][CH2:25][CH2:26][CH2:27][CH2:28][CH3:29]>>[CH3:1][N:2]([CH2:11][CH2:12][O:13][C:14](=[O:30])[CH2:15][CH2:16][CH2:17][CH2:18][CH2:19][CH2:20][CH2:21][CH2:22][CH2:23][CH2:24][CH2:25][CH2:26][CH2:27][CH2:28][CH3:29])[C:3](=[O:10])[C:4]1[CH:9]=[CH:8][CH:7]=[CH:6][CH:5]=1. Procedure details: N-methyl-N-(2-palmitoyloxyethyl)benzamide was prepared by the procedure of example 1 from 18 gms. (0.1 mole) of N-methyl-N-(2-hydroxyethyl)benzamide and 26 gms. (0.1 mole) of palmitoyl chloride. The structure of the final product was characterized on the basis of IR and NMR spectral analyses as described in example 1. Reactants: COC(CC(C)=O)=O (3-oxo-butyric acid methyl ester), R3—(CH2)m—NH2, NC[C@@H]1[C@@H](CCCC1)O (cis-2-aminomethyl-1-cyclohexanol), BrCC(=O)C1=C(C=CC(=C1)F)F (2-bromo-1-(2,5-difluorophenyl)-ethanone), c-cyclohexyl-methylamine. The product is OC1C(CCCC1)CNC(=O)C1=C(N(C(=C1)C1=C(C=CC(=C1)F)F)CC1CCCCC1)C (Cyclohexylmethyl-5-(2,5-difluoro-phenyl)-2-methyl-1H-pyrrole-3-carboxylic acid ((1RS,2RS)-2-hydroxy-cyclohexylmethyl)-amide). RXN SMILES: CO[C:3](=[O:8])[CH2:4][C:5](=O)[CH3:6].Br[CH2:10][C:11]([C:13]1[CH:18]=[C:17]([F:19])[CH:16]=[CH:15][C:14]=1[F:20])=O.[NH2:21][CH2:22][C@H:23]1[CH2:28][CH2:27][CH2:26][CH2:25][C@H:24]1[OH:29]>>[OH:29][CH:24]1[CH2:25][CH2:26][CH2:27][CH2:28][CH:23]1[CH2:22][NH:21][C:3]([C:4]1[CH:10]=[C:11]([C:13]2[CH:18]=[C:17]([F:19])[CH:16]=[CH:15][C:14]=2[F:20])[N:21]([CH2:22][CH:23]2[CH2:28][CH2:27][CH2:26][CH2:25][CH2:24]2)[C:5]=1[CH3:6])=[O:8]. Reported procedure: The title compound was synthesized in analogy to Example 68, using 3-oxo-butyric acid methyl ester as compound of formula R, 2-bromo-1-(2,5-difluorophenyl)-ethanone as compound of formula S, c-cyclohexyl-methylamine as R3—(CH2)m—NH2 and cis-2-aminomethyl-1-cyclohexanol as R1R2NH, MS (ISP) 445.4 (M+H)+. Starting materials: COC(C(C1=CC=C(C=C1)S(=O)CCOC1=CC2=CC=CC=C2C=C1)=O)=O (rac.-4-[[2-(2-naphthalenyloxy)ethyl]sulfinyl]-alpha-oxobenzeneacetic acid methyl ester), [OH-].[Na+] (sodium hydroxide). Run in O (water), CO (methanol), O1CCCC1 (tetrahydrofuran). Product: C1=C(C=CC2=CC=CC=C12)OCCS(=O)C1=CC=C(C=C1)C(C(=O)O)=O (rac.-4-[[2-(2-naphthalenyloxy) ethyl]sulfinyl]-alpha-oxobenzeneacetic acid). Yield: 72.7%. As a reaction SMILES: C[O:2][C:3](=[O:27])[C:4](=[O:26])[C:5]1[CH:10]=[CH:9][C:8]([S:11]([CH2:13][CH2:14][O:15][C:16]2[CH:25]=[CH:24][C:23]3[C:18](=[CH:19][CH:20]=[CH:21][CH:22]=3)[CH:17]=2)=[O:12])=[CH:7][CH:6]=1.[OH-].[Na+]>CO.O1CCCC1.O>[CH:17]1[C:18]2[C:23](=[CH:22][CH:21]=[CH:20][CH:19]=2)[CH:24]=[CH:25][C:16]=1[O:15][CH2:14][CH2:13][S:11]([C:8]1[CH:9]=[CH:10][C:5]([C:4](=[O:26])[C:3]([OH:27])=[O:2])=[CH:6][CH:7]=1)=[O:12] |f:1.2|. Reported procedure: A mixture of rac.-4-[[2-(2-naphthalenyloxy)ethyl]sulfinyl]-alpha-oxobenzeneacetic acid methyl ester (0.5 g) in hot methanol (5 mL) and sufficient tetrahydrofuran to dissolve the solids was treated with 1N sodium hydroxide (2.0 mL) and diluted with water. The organic solvent was removed under vacuum and the residue was mixed with water, acidified with excess 2N hydrochloric acid, and extracted with dichloromethane. The organic layer was dried (Na2SO4), filtered, and evaporated to give crude produ... The reactants are NC(=O)CCC(=O)NBr, ClC(Cl)Cl, Cc1cc(Nc2nccc(C(F)(F)F)n2)cc(-c2cnc(C3(O)CCC(C(=O)O)C(C)(C)C3)s2)c1. Product: Cc1cc(Nc2nccc(C(F)(F)F)n2)cc(-c2cnc(C3(O)CCC(C(=O)O)C(C)(C)C3)s2)c1Br. RXN SMILES: [Br:36][NH:37][C:38](=[O:39])[CH2:40][CH2:41][C:42]([NH2:43])=[O:44].[CH:45]([Cl:46])([Cl:47])[Cl:48].[OH:1][C:2]1([c:13]2[s:14][c:15](-[c:18]3[cH:19][c:20]([CH3:35])[cH:21][c:22]([NH:24][c:25]4[n:26][cH:27][cH:28][c:29]([C:31]([F:32])([F:33])[F:34])[n:30]4)[cH:23]3)[cH:16][n:17]2)[CH2:3][C:4]([CH3:11])([CH3:12])[CH:5]([C:8](=[O:9])[OH:10])[CH2:6][CH2:7]1>>[OH:1][C:2]1([c:13]2[s:14][c:15](-[c:18]3[c:19]([Br:36])[c:20]([CH3:35])[cH:21][c:22]([NH:24][c:25]4[n:26][cH:27][cH:28][c:29]([C:31]([F:32])([F:33])[F:34])[n:30]4)[cH:23]3)[cH:16][n:17]2)[CH2:3][C:4]([CH3:11])([CH3:12])[CH:5]([C:8](=[O:9])[OH:10])[CH2:6][CH2:7]1. Reactants: Br.N1(C=NC=C1)C1C(C2=CC=C(C=C2CC1)O)=O (2-(1-imidazolyl)-3,4-dihydro-6-hydroxy-1(2H)-naphthalenone hydrobromide), C(=O)(O)[O-].[Na+] (NaHCO3). Solvent: O (water). Yields the product N1(C=NC=C1)C1C(C2=CC=C(C=C2CC1)O)=O (2-(1-imidazolyl)-3,4-dihydro-6-hydroxy-1(2H)-naphthalenone). The yield is 115.4%. Reaction SMILES: Br.[N:2]1([CH:7]2[CH2:16][CH2:15][C:14]3[C:9](=[CH:10][CH:11]=[C:12]([OH:17])[CH:13]=3)[C:8]2=[O:18])[CH:6]=[CH:5][N:4]=[CH:3]1.C([O-])(O)=O.[Na+]>O>[N:2]1([CH:7]2[CH2:16][CH2:15][C:14]3[C:9](=[CH:10][CH:11]=[C:12]([OH:17])[CH:13]=3)[C:8]2=[O:18])[CH:6]=[CH:5][N:4]=[CH:3]1 |f:0.1,2.3|. Procedure: 2-(1-imidazolyl)-3,4-dihydro-6-hydroxy-1(2H)-naphthalenone hydrobromide (1.35 g) was dissolved in water. The solution, basified with NaHCO3, extracted with CH2Cl2, dried and evaporated, gave 1.15 g of 2-(1-imidazolyl)-3,4-dihydro-6-hydroxy-1(2H)-naphthalenone. By proceeding analogously all the compounds reported in Example 12 were obtained as free bases, in particular, for example, 2-(1-imidazolyl)-3,4-dihydro-5-bromo-6-hydroxy-1(2H)-naphthalenone. Reactants: CC(C)(C)OC(=O)N1C(CC(CCOS(C)(=O)=O)CO[Si](C)(C)C(C)(C)C)COC1(C)C, C1CCOC1. Yields the product CC(C)(C)OC(=O)N1C(CC2CCOC2)COC1(C)C. Reaction SMILES: [C:1]([Si:2]([CH3:3])([CH3:4])[O:5][CH2:7][CH:8]([CH2:9][CH:10]1[N:11]([C:17](=[O:18])[O:19][C:20]([CH3:21])([CH3:22])[CH3:23])[C:12]([CH3:15])([CH3:16])[O:13][CH2:14]1)[CH2:24][CH2:25][O:26][S:6]([CH3:27])(=[O:28])=[O:29])([CH3:30])([CH3:31])[CH3:32].[CH2:33]1[O:34][CH2:35][CH2:36][CH2:37]1>>[CH2:7]1[CH:8]([CH2:9][CH:10]2[N:11]([C:17](=[O:18])[O:19][C:20]([CH3:21])([CH3:22])[CH3:23])[C:12]([CH3:15])([CH3:16])[O:13][CH2:14]2)[CH2:24][CH2:25][O:26]1. Reactants: C(C)(C)(C)OC(=O)N1C(CCCC1)CCOC1=C(C(NC2=CC(=C(C=C12)NC(=O)NC1CC1)Cl)=O)C1=CC(=CC=C1)Br (2-{2-[3-(3-bromophenyl)-7-chloro-6-(3-cyclopropyl-ureido)-2-oxo-1,2-dihydroquinolin-4-yloxy]-ethyl}-piperidine-1-carboxylic acid tert-butyl ester), FC(C(=O)O)(F)F (trifluoroacetic acid). Reagents/catalysts: C1(=CC=CC=C1)OC (anisole). Yields the product BrC=1C=C(C=CC1)C=1C(NC2=CC(=C(C=C2C1OCCC1NCCCC1)NC(=O)NC1CC1)Cl)=O (1-[3-(3-bromophenyl)-7-chloro-2-oxo-4-(2-piperidin-2-yl-ethoxy)-1,2-dihydroquinolin-6-yl]-3-cyclopropyl urea). The yield is 50.5%. RXN SMILES: C(OC([N:8]1[CH2:13][CH2:12][CH2:11][CH2:10][CH:9]1[CH2:14][CH2:15][O:16][C:17]1[C:26]2[C:21](=[CH:22][C:23]([Cl:34])=[C:24]([NH:27][C:28]([NH:30][CH:31]3[CH2:33][CH2:32]3)=[O:29])[CH:25]=2)[NH:20][C:19](=[O:35])[C:18]=1[C:36]1[CH:41]=[CH:40][CH:39]=[C:38]([Br:42])[CH:37]=1)=O)(C)(C)C.FC(F)(F)C(O)=O>C1(OC)C=CC=CC=1>[Br:42][C:38]1[CH:37]=[C:36]([C:18]2[C:19](=[O:35])[NH:20][C:21]3[C:26]([C:17]=2[O:16][CH2:15][CH2:14][CH:9]2[CH2:10][CH2:11][CH2:12][CH2:13][NH:8]2)=[CH:25][C:24]([NH:27][C:28]([NH:30][CH:31]2[CH2:33][CH2:32]2)=[O:29])=[C:23]([Cl:34])[CH:22]=3)[CH:41]=[CH:40][CH:39]=1. Reported procedure: To a solution of 2-{2-[3-(3-bromophenyl)-7-chloro-6-(3-cyclopropyl-ureido)-2-oxo-1,2-dihydroquinolin-4-yloxy]-ethyl}-piperidine-1-carboxylic acid tert-butyl ester (14 mg in 2.0 mL methylene chloride) was added 2 drops of anisole followed by 2.0 mL of trifluoroacetic acid and the mixture stirred at room temperature. After 30 minutes the solvents were removed in vacuo and the resulting residue purified by flash chromatography on silica gel (methylene chloride:methanol:ammonium hydroxide, 95:5:1; t... Starting materials: C(C)OC(CNC(=O)C1=CNC(=C1)C1=NC=CC(=C1)OC1=CC=C(C=C1)NC(=O)NC1=C(C=CC(=C1)C)F)OCC (N-(2,2-diethoxyethyl)-5-{4-[4-({[(2-fluoro-5-methylphenyl)amino]carbonyl}amino)phenoxy]pyridin-2-yl}1H-pyrrole-3-carboxamide), Cl (HCl), C(=O)(O)[O-].[Na+] (NaHCO3), O (water). Solvent: C1CCOC1 (THF). Reaction conditions: time 2 hour. The product is FC1=C(C=C(C=C1)C)NC(=O)NC1=CC=C(OC2=CC(=NC=C2)C2=CC(=CN2)C(=O)NCC=O)C=C1 (5-{4-[4-({[(2-fluoro-5-methylphenyl)amino]carbonyl}amino)phenoxy]pyridin-2-yl}-N-(2-oxoethyl)-1H-pyrrole-3-carboxamide). As a reaction SMILES: C([O:3][CH:4](OCC)[CH2:5][NH:6][C:7]([C:9]1[CH:13]=[C:12]([C:14]2[CH:19]=[C:18]([O:20][C:21]3[CH:26]=[CH:25][C:24]([NH:27][C:28]([NH:30][C:31]4[CH:36]=[C:35]([CH3:37])[CH:34]=[CH:33][C:32]=4[F:38])=[O:29])=[CH:23][CH:22]=3)[CH:17]=[CH:16][N:15]=2)[NH:11][CH:10]=1)=[O:8])C.Cl.O.C([O-])(O)=O.[Na+]>C1COCC1>[F:38][C:32]1[CH:33]=[CH:34][C:35]([CH3:37])=[CH:36][C:31]=1[NH:30][C:28]([NH:27][C:24]1[CH:23]=[CH:22][C:21]([O:20][C:18]2[CH:17]=[CH:16][N:15]=[C:14]([C:12]3[NH:11][CH:10]=[C:9]([C:7]([NH:6][CH2:5][CH:4]=[O:3])=[O:8])[CH:13]=3)[CH:19]=2)=[CH:26][CH:25]=1)=[O:29] |f:3.4|. Reported procedure: To a stirred solution of N-(2,2-diethoxyethyl)-5-{4-[4-({[(2-fluoro-5-methylphenyl)amino]carbonyl}amino)phenoxy]pyridin-2-yl}1H-pyrrole-3-carboxamide (580 mg, 1.03 mmol) in 10 ml of THF was added 1 ml of 2M HCl. The mixture was heated under nitrogen at 60 C. for 2 hours, cooled to room temperature, and poured into 100 ml of water. Saturated NaHCO3 solution was added until pH=8. The precipitates were filtered, washed with water, and dried in vacuo to give 5-{4-[4-({[(2-fluoro-5-methylphenyl)amino... The reactants are C(C)(C)NC(C)C (Diisopropylamine), C(CCC)[Li] (n-butyllithium), C1(=C(C(=CC(=C1)C)C)C1=CC=CC(=N1)CC#N)C ((6-mesitylpyridin-2-yl)acetonitrile), C(C)OC=C(C(=O)OCC)C(=O)OCC (diethyl ethoxymethylenemalonate). The solvent is O1CCCC1 (tetrahydrofuran), C(C)(=O)O (acetic acid), O1CCCC1 (tetrahydrofuran). Run at temperature -20 celsius, time 0.5 hour. Product: ethyl acetate hexanes, C(#N)C=1C=C(C(N2C(=CC=CC12)C1=C(C=C(C=C1C)C)C)=O)C(=O)OCC (Ethyl 1-cyano-6-mesityl-4-oxo-4H-quinolizine-3-carboxylate). Isolated yield 84.3%. Reaction SMILES: C(NC(C)C)(C)C.C([Li])CCC.[C:13]1([CH3:30])[CH:18]=[C:17]([CH3:19])[CH:16]=[C:15]([CH3:20])[C:14]=1[C:21]1[N:26]=[C:25]([CH2:27][C:28]#[N:29])[CH:24]=[CH:23][CH:22]=1.C([O:33][CH:34]=[C:35]([C:41](OCC)=O)[C:36]([O:38][CH2:39][CH3:40])=[O:37])C>O1CCCC1.C(O)(=O)C>[C:28]([C:27]1[CH:41]=[C:35]([C:36]([O:38][CH2:39][CH3:40])=[O:37])[C:34](=[O:33])[N:26]2[C:25]=1[CH:24]=[CH:23][CH:22]=[C:21]2[C:14]1[C:15]([CH3:20])=[CH:16][C:17]([CH3:19])=[CH:18][C:13]=1[CH3:30])#[N:29]. Procedure details: Diisopropylamine (1.6 mL, 11.6 mmol) in tetrahydrofuran (15 mL) was charged with n-butyllithium (2.5M, 4.6 mL, 11.6 mmol) at 0° C. The reaction stirred for 0.5 h. The solution was cooled to −20° C. and (6-mesitylpyridin-2-yl)acetonitrile (2.49 g, 10.5 mmol) was added drop wise (as a solution in 5 mL tetrahydrofuran). After 0.5 h, the solution was cooled to −78° C. and diethyl ethoxymethylenemalonate (2.1 mL, 10.5 mmol) was added. The reaction stirred for 0.5 h and was then cooled to room tempera...